This data is from the Open Reaction Database (ORD), a public repository of structured organic reaction records. The task is: describe an organic reaction: reactants, conditions, products, and yield The reactants are C(C)(C)(C)OC(=O)NC(C(=O)O)CC=1C(=NOC1C(=O)O)OCC ((RS)-2-[(tert-butoxycarbonyl)amino]-3-(5-carboxy-3-ethoxyisoxazol-4yl)propionic acid), C(C1=CC=CC=C1)Br (benzyl bromide), C1=CC=CC=C1.O1CCCC1 (benzene tetrahydrofuran), N12CCCCCC2=NCCC1 (1,8-diazabicyclo[5.4.0]undec-7-ene). Product: C(C)(C)(C)OC(=O)NC(C(=O)OCC1=CC=CC=C1)CC=1C(=NOC1C(=O)OCC1=CC=CC=C1)OCC (benzyl (RS)-2-[(tert-butoxycarbonyl)amino]-3-(5-benzyloxycarbonyl-3-ethoxyisoxazol-4-yl)propionate). Isolated yield 86.0%. Reaction SMILES: [C:1]([O:5][C:6]([NH:8][CH:9]([CH2:13][C:14]1[C:15]([O:22][CH2:23][CH3:24])=[N:16][O:17][C:18]=1[C:19]([OH:21])=[O:20])[C:10]([OH:12])=[O:11])=[O:7])([CH3:4])([CH3:3])[CH3:2].[CH2:25](Br)[C:26]1[CH:31]=[CH:30][CH:29]=[CH:28][CH:27]=1.N12CCCN=[C:39]1[CH2:38][CH2:37][CH2:36][CH2:35][CH2:34]2.[CH:44]1C=CC=CC=1.O1CCCC1>>[C:1]([O:5][C:6]([NH:8][CH:9]([CH2:13][C:14]1[C:15]([O:22][CH2:23][CH3:24])=[N:16][O:17][C:18]=1[C:19]([O:21][CH2:44][C:39]1[CH:38]=[CH:37][CH:36]=[CH:35][CH:34]=1)=[O:20])[C:10]([O:12][CH2:25][C:26]1[CH:31]=[CH:30][CH:29]=[CH:28][CH:27]=1)=[O:11])=[O:7])([CH3:3])([CH3:4])[CH3:2] |f:3.4|. Procedure details: A mixture of (RS)-2-[(tert-butoxycarbonyl)amino]-3-(5-carboxy-3-ethoxyisoxazol-4yl)propionic acid (1.4 g, 4.1 mmol), benzyl bromide (1.4 g, 8.2 mmol) in benzene/tetrahydrofuran (4:1) was added 1,8-diazabicyclo[5.4.0]undec-7-ene (1.3 g, 8.6 mmol) and the resulting mixture was boiled under reflux for 3 h. The mixture was filtered and evaporated in vacuo. Flash chromatography (SiO2, eluent:, ethyl acetate/heptane (1:3)) gave benzyl (RS)-2-[(tert-butoxycarbonyl)amino]-3-(5-benzyloxycarbonyl-3-ethoxy... The reactants are CCc1cccc(CC)c1N=C=S, CC(C)N. Product: CCc1cccc(CC)c1NC(=S)NC(C)C. RXN SMILES: [CH2:1]([CH3:2])[c:3]1[c:4]([N:11]=[C:12]=[S:13])[c:5]([CH2:9][CH3:10])[cH:6][cH:7][cH:8]1.[CH3:14][CH:15]([CH3:16])[NH2:17]>>[CH2:1]([CH3:2])[c:3]1[c:4]([NH:11][C:12](=[S:13])[NH:17][CH:15]([CH3:14])[CH3:16])[c:5]([CH2:9][CH3:10])[cH:6][cH:7][cH:8]1. Starting materials: C1CCOC1, CO, COC(=O)c1ccc(-n2cnc(-c3c(C)nnn3-c3ccc(F)cc3)c2)nc1, [Li+], [OH-], O, O. The product is Cc1nnn(-c2ccc(F)cc2)c1-c1cn(-c2ccc(C(=O)O)cn2)cn1. Reaction SMILES: [CH2:33]1[O:34][CH2:35][CH2:36][CH2:37]1.[CH3:38][OH:39].[F:4][c:5]1[cH:6][cH:7][c:8](-[n:11]2[n:12][n:13][c:14]([CH3:31])[c:15]2-[c:16]2[n:17][cH:18][n:19](-[c:21]3[n:22][cH:23][c:24]([C:25](=[O:26])[O:27][CH3:28])[cH:29][cH:30]3)[cH:20]2)[cH:9][cH:10]1.[Li+:3].[OH-:2].[OH2:1].[OH2:32]>>[F:4][c:5]1[cH:6][cH:7][c:8](-[n:11]2[n:12][n:13][c:14]([CH3:31])[c:15]2-[c:16]2[n:17][cH:18][n:19](-[c:21]3[n:22][cH:23][c:24]([C:25](=[O:26])[OH:27])[cH:29][cH:30]3)[cH:20]2)[cH:9][cH:10]1. Reactants: O1CCN(CC1)C=1C=C(C=CC1)O (3-morpholinophenol), COC=1C=C(C=CC1)O (3-methoxyphenol), N1C(C2(C3=CC=CC=C13)COC1=CC3=C(OCCO3)C=C12)=O (2,3-dihydrospiro[furo[2,3-g][1,4]benzodioxine-8,3′-indol]-2′(1′H)-one). Product: CN1C(C2(C3=C(C=CC=C13)OC1=CC(=CC=C1)N1CCOCC1)COC1=CC3=C(OCCO3)C=C12)=O (1′-methyl-4′-(3-morpholin-4-ylphenoxy)-2,3-dihydrospiro[furo[2,3-g][1,4]benzodioxine-8,3′-indol]-2′(1′H)-one). As a reaction SMILES: [O:1]1[CH2:6][CH2:5][N:4]([C:7]2[CH:8]=[C:9]([OH:13])[CH:10]=[CH:11][CH:12]=2)[CH2:3][CH2:2]1.[CH3:14]OC1C=C(O)C=CC=1.[NH:23]1[C:31]2[C:26](=[CH:27][CH:28]=[CH:29][CH:30]=2)[C:25]2([C:43]3[C:34](=[CH:35][C:36]4[O:41][CH2:40][CH2:39][O:38][C:37]=4[CH:42]=3)[O:33][CH2:32]2)[C:24]1=[O:44]>>[CH3:14][N:23]1[C:31]2[C:26](=[C:27]([O:13][C:9]3[CH:10]=[CH:11][CH:12]=[C:7]([N:4]4[CH2:3][CH2:2][O:1][CH2:6][CH2:5]4)[CH:8]=3)[CH:28]=[CH:29][CH:30]=2)[C:25]2([C:43]3[C:34](=[CH:35][C:36]4[O:41][CH2:40][CH2:39][O:38][C:37]=4[CH:42]=3)[O:33][CH2:32]2)[C:24]1=[O:44]. Procedure details: Following the procedure as described in EXAMPLE 16.79 and making non-critical variations using 3-morpholinophenol to replace 3-methoxyphenol, morpholin-4-ylphenoxy)-2,3-dihydrospiro[furo[2,3-g][1,4]benzodioxine-8,3′-indol]-2′(1′H)-one was obtained (53%) as a colorless solid: 1H NMR (300 MHz, CDCl3) δ7.18-7.24 (m, 1H), 7.01-7.09 (m, 1H), 6.65 (d, J=7.7 Hz, 1H), 6.55 (d, J=8.5 Hz, 2H), 6.27 (s, 1H), 6.26-6.21 (m, 2H), 6.20 (s, 1H), 4.84 (ABq, 2H), 4.13-4.00 (m, 4H), 3.82-3.74 (m, 4H), 3.25 (s, 3H)... Procedure details: 2-Bromothiophene (16.3 g, 0.1 mol), 2-(ethylamino)ethanol (100 ml), Cu metal (0.32 g), CuI (0.85 g), K3PO4(42.4 g) were added to a flask fitted with a magnetic stir bar, a condenser and sealed with a septum. The reaction mixture was stirred at 80° C. for 72 hour under nitrogen position pressure. After the reaction cooled to room temperature, 600 ml water was added and mixture was extracted with ethyl ether (3*200 ml). The combined organic layers were then washed with brine and dried over MgSO4. ... Reagents/catalysts: [Cu]I (CuI). Starting materials: BrC=1SC=CC1 (2-bromothiophene), BrC=1SC=CC1 (2-Bromothiophene), C(C)NCCO (2-(ethylamino)ethanol), Cu, [O-]P(=O)([O-])[O-].[K+].[K+].[K+] (K3PO4). Reaction conditions: temperature 80 celsius, time 72 hour. Reaction SMILES: [Br:1][C:2]1[S:3][CH:4]=[CH:5][CH:6]=1.[CH2:7]([NH:9][CH2:10][CH2:11][OH:12])C.[O-]P([O-])([O-])=O.[K+].[K+].[K+]>[Cu]I.O>[CH3:7][N:9]([CH3:2])[CH2:10][CH2:11][OH:12].[Br:1][C:2]1[S:3][CH:4]=[CH:5][CH:6]=1 |f:2.3.4.5,8.9|. The product is CN(CCO)C.BrC=1SC=CC1 (2-bromothiophene N,N-dimethylethanolamine). The solvent is O (water). Starting materials: I, NC(=O)CC(N)C(=O)O, O=S(=O)(O)O. The product is I, NC(=O)CC(N)C(=O)O. Reaction SMILES: [I:15].[NH2:1][CH:2]([CH2:3][C:4]([NH2:5])=[O:6])[C:7]([OH:8])=[O:9].[S:10](=[O:11])(=[O:12])([OH:13])[OH:14]>>[I:15].[NH2:1][CH:2]([CH2:3][C:4]([NH2:5])=[O:6])[C:7](=[O:8])[OH:9].